The task is: describe an organic reaction: reactants, conditions, products, and yield. This data is from the Open Reaction Database (ORD), a public repository of structured organic reaction records. The reactants are FC(C1=NOC(=C1)N)(F)F (3-(trifluoromethyl)isoxazol-5-amine), ClC(=O)OC(=C)C (isopropenyl chloroformate), [Li+].C[Si](C)(C)[N-][Si](C)(C)C (LiHMDS). Product: FC(C1=NOC(=C1)NC(OC(=C)C)=O)(F)F (prop-1-en-2-yl 3-(trifluoromethyl)isoxazol-5-ylcarbamate). Isolated yield 38.2%. Reaction SMILES: [F:1][C:2]([F:10])([F:9])[C:3]1[CH:7]=[C:6]([NH2:8])[O:5][N:4]=1.Cl[C:12]([O:14][C:15]([CH3:17])=[CH2:16])=[O:13].[Li+].C[Si]([N-][Si](C)(C)C)(C)C>>[F:1][C:2]([F:10])([F:9])[C:3]1[CH:7]=[C:6]([NH:8][C:12](=[O:13])[O:14][C:15]([CH3:17])=[CH2:16])[O:5][N:4]=1 |f:2.3|. Reported procedure: Using general method G, 3-(trifluoromethyl)isoxazol-5-amine (1.38 g, 9.1 mmol) and isopropenyl chloroformate (1.1 g, 9.1 mmol) in presence of LiHMDS (1.0M, 18 mL, 18.2 mmol) were combined to afford prop-1-en-2-yl 3-(trifluoromethyl)isoxazol-5-ylcarbamate (0.82 g, 38% yield).). 1H NMR (400 MHz, DMSO-d6): δ 12.3 (s, 1H), 6.48 (s, 1H), 4.83 (m, 1H), 4.80 (m, 1H), 1.93 (s, 3H); MS (ESI) m/z: 237.0 (M+H+). Reactants: CCCCCCCNC(=O)N(CC)c1cccc(-c2ccc(C=CC(=O)OC)cc2)c1, CCCCCCC, CO, ClCCl, [Na+], C1CCOC1, [OH-]. Product: CCCCCCCNC(=O)N(CC)c1cccc(-c2ccc(C=CC(=O)O)cc2)c1. As a reaction SMILES: [CH2:3]([CH3:4])[N:5]([C:6](=[O:7])[NH:8][CH2:9][CH2:10][CH2:11][CH2:12][CH2:13][CH2:14][CH3:15])[c:16]1[cH:17][c:18](-[c:22]2[cH:23][cH:24][c:25]([CH:28]=[CH:29][C:30](=[O:31])[O:32][CH3:33])[cH:26][cH:27]2)[cH:19][cH:20][cH:21]1.[CH3:34][CH2:35][CH2:36][CH2:37][CH2:38][CH2:39][CH3:40].[CH3:44][OH:45].[Cl:41][CH2:42][Cl:43].[Na+:2].[O:46]1[CH2:47][CH2:48][CH2:49][CH2:50]1.[OH-:1]>>[CH2:3]([CH3:4])[N:5]([C:6](=[O:7])[NH:8][CH2:9][CH2:10][CH2:11][CH2:12][CH2:13][CH2:14][CH3:15])[c:16]1[cH:17][c:18](-[c:22]2[cH:23][cH:24][c:25]([CH:28]=[CH:29][C:30](=[O:31])[OH:32])[cH:26][cH:27]2)[cH:19][cH:20][cH:21]1.